This data is from the Open Reaction Database (ORD), a public repository of structured organic reaction records. The task is: describe an organic reaction: reactants, conditions, products, and yield Starting materials: BrCCCCCBr, CC(C)(C)[O-], Cc1ccccc1, [K+], O=C1CCCCC1. The product is O=C1CCCCC12CCCCC2. As a reaction SMILES: [Br:14][CH2:15][CH2:16][CH2:17][CH2:18][CH2:19][Br:20].[CH3:1][C:2]([CH3:3])([O-:4])[CH3:5].[CH3:21][c:22]1[cH:23][cH:24][cH:25][cH:26][cH:27]1.[K+:6].[O:7]=[C:8]1[CH2:9][CH2:10][CH2:11][CH2:12][CH2:13]1>>[O:7]=[C:8]1[CH2:9][CH2:10][CH2:11][CH2:12][C:13]12[CH2:15][CH2:16][CH2:17][CH2:18][CH2:19]2. Starting materials: N1=CNC2=C1C=CC=C2 (Benzimidazole), C(C)(C)(C)N1CCN(CC1)CC=1N(C2=NC(=NC(=C2N1)N1CCOCC1)Cl)C (4-(8-((4-tert-butylpiperazin-1-yl)methyl)-2-chloro-9-methyl-9H-purin-6-yl)morpholine), FC(C(=O)O)(F)F (trifluoroacetic acid). Yields the product C(C)(C)(C)N1CCN(CC1)CC=1N(C2=NC(=NC(=C2N1)N1CCOCC1)N1C(=NC2=C1C=CC=C2)C(F)(F)F)C (4-(8-((4-tert-butylpiperazin-1-yl)methyl)-9-methyl-2-(2-(trifluoromethyl)-1H-benzo[d]imidazol-1-yl)-9H-purin-6-yl)morpholine). As a reaction SMILES: [N:1]1[C:5]2[CH:6]=[CH:7][CH:8]=[CH:9][C:4]=2[NH:3][CH:2]=1.[C:10]([N:14]1[CH2:19][CH2:18][N:17]([CH2:20][C:21]2[N:22]([CH3:37])[C:23]3[C:28]([N:29]=2)=[C:27]([N:30]2[CH2:35][CH2:34][O:33][CH2:32][CH2:31]2)[N:26]=[C:25](Cl)[N:24]=3)[CH2:16][CH2:15]1)([CH3:13])([CH3:12])[CH3:11].[F:38][C:39]([F:44])([F:43])C(O)=O>>[C:10]([N:14]1[CH2:19][CH2:18][N:17]([CH2:20][C:21]2[N:22]([CH3:37])[C:23]3[C:28]([N:29]=2)=[C:27]([N:30]2[CH2:35][CH2:34][O:33][CH2:32][CH2:31]2)[N:26]=[C:25]([N:1]2[C:5]4[CH:6]=[CH:7][CH:8]=[CH:9][C:4]=4[N:3]=[C:2]2[C:39]([F:44])([F:43])[F:38])[N:24]=3)[CH2:16][CH2:15]1)([CH3:13])([CH3:12])[CH3:11]. Reported procedure: Following General Procedure J for Multi-Step Benzimidazole formation, 4-(8-((4-tert-butylpiperazin-1-yl)methyl)-2-chloro-9-methyl-9H-purin-6-yl)morpholine was converted to 464 with trifluoroacetic acid. LCMS: M+H+=558.3 The reactants are C=CCBr, CCOC(C)=O, CN(C)C=O, [H-], [Na+], C1CCOC1, COC(=O)c1c(C)cccc1COC1CCCC(O)C1. The product is C=CCOC1CCCC(OCc2cccc(C)c2C(=O)OC)C1. Reaction SMILES: [CH2:23]([CH:24]=[CH2:25])[Br:26].[CH3:27][CH2:28][O:29][C:30](=[O:31])[CH3:32].[CH3:33][N:34]([CH3:35])[CH:36]=[O:37].[H-:21].[Na+:22].[O:38]1[CH2:39][CH2:40][CH2:41][CH2:42]1.[OH:1][CH:2]1[CH2:3][CH:4]([O:8][CH2:9][c:10]2[c:11]([C:12](=[O:13])[O:14][CH3:15])[c:16]([CH3:20])[cH:17][cH:18][cH:19]2)[CH2:5][CH2:6][CH2:7]1>>[O:1]([CH:2]1[CH2:3][CH:4]([O:8][CH2:9][c:10]2[c:11]([C:12](=[O:13])[O:14][CH3:15])[c:16]([CH3:20])[cH:17][cH:18][cH:19]2)[CH2:5][CH2:6][CH2:7]1)[CH2:25][CH:24]=[CH2:23]. The reactants are CC(=O)c1ccc(CC(C)O)cc1, O=[Cr](=O)(O)O, [Na+], [Na+], O=[Cr](=O)([O-])O[Cr](=O)(=O)[O-], O, O=S(=O)(O)O. Reaction SMILES: [C:22]([CH3:23])(=[O:24])[c:25]1[cH:26][cH:27][c:28]([CH2:31][CH:32]([CH3:33])[OH:34])[cH:29][cH:30]1.[Cr:1]([OH:2])([OH:3])(=[O:4])=[O:5].[Na+:11].[Na+:12].[O-:13][Cr:14]([O:15][Cr:16](=[O:17])(=[O:18])[O-:19])(=[O:20])=[O:21].[OH2:35].[S:6](=[O:7])(=[O:8])([OH:9])[OH:10]>>[C:22]([CH3:23])(=[O:24])[c:25]1[cH:26][cH:27][c:28]([CH2:31][C:32]([CH3:33])=[O:34])[cH:29][cH:30]1. Product: CC(=O)Cc1ccc(C(C)=O)cc1. Yields the product CCOC(=O)C=Cc1cc(-n2cnnc2)cc(C(F)(F)F)c1N. As a reaction SMILES: [CH3:19][CH2:20][O:21][C:22](=[O:23])[CH2:24][P:25]([O:26][CH2:27][CH3:28])([O:29][CH2:30][CH3:31])=[O:32].[CH:1](=[O:2])[c:3]1[cH:4][c:5](-[n:14]2[cH:15][n:16][n:17][cH:18]2)[cH:6][c:7]([C:10]([F:11])([F:12])[F:13])[c:8]1[NH2:9].[H-:33].[Na+:34]>>[CH:1]([c:3]1[cH:4][c:5](-[n:14]2[cH:15][n:16][n:17][cH:18]2)[cH:6][c:7]([C:10]([F:11])([F:12])[F:13])[c:8]1[NH2:9])=[CH:24][C:22]([O:21][CH2:20][CH3:19])=[O:23]. Starting materials: CCOC(=O)CP(=O)(OCC)OCC, Nc1c(C=O)cc(-n2cnnc2)cc1C(F)(F)F, [H-], [Na+]. Reactants: O1C(=CC=C1)C1=CC=C(C=C1)C(=CCO)C1=CC=C(C=C1)C=1OC=CC1 (3,3-bis-(4-furan-2-yl-phenyl)-prop-2-en-1-ol), C(CCC)P(CCCC)CCCC (tributylphosphine), C(C)OC([C@H](CC1=CC=C(C=C1)O)OCC)=O ((2S)-2-ethoxy-3-(4-hydroxy-phenyl)-propionic acid ethyl ester), azodicarboxylic dipiperidide. Solvent: C1=CC=CC=C1 (benzene). Product: C(C)OC([C@H](CC1=CC=C(C=C1)OCC=C(C1=CC=C(C=C1)C=1OC=CC1)C1=CC=C(C=C1)C=1OC=CC1)OCC)=O ((2S)-3-{4-[3,3-Bis-(4-furan-2-yl-phenyl)-allyloxy]-phenyl}-2-ethoxy-propionic acid ethyl ester). The yield is 71.8%. Reaction SMILES: [O:1]1[CH:5]=[CH:4][CH:3]=[C:2]1[C:6]1[CH:11]=[CH:10][C:9]([C:12]([C:16]2[CH:21]=[CH:20][C:19]([C:22]3[O:23][CH:24]=[CH:25][CH:26]=3)=[CH:18][CH:17]=2)=[CH:13][CH2:14][OH:15])=[CH:8][CH:7]=1.C(P(CCCC)CCCC)CCC.[CH2:40]([O:42][C:43](=[O:56])[C@@H:44]([O:53][CH2:54][CH3:55])[CH2:45][C:46]1[CH:51]=[CH:50][C:49](O)=[CH:48][CH:47]=1)[CH3:41]>C1C=CC=CC=1>[CH2:40]([O:42][C:43](=[O:56])[C@@H:44]([O:53][CH2:54][CH3:55])[CH2:45][C:46]1[CH:51]=[CH:50][C:49]([O:15][CH2:14][CH:13]=[C:12]([C:16]2[CH:21]=[CH:20][C:19]([C:22]3[O:23][CH:24]=[CH:25][CH:26]=3)=[CH:18][CH:17]=2)[C:9]2[CH:8]=[CH:7][C:6]([C:2]3[O:1][CH:5]=[CH:4][CH:3]=3)=[CH:11][CH:10]=2)=[CH:48][CH:47]=1)[CH3:41]. Reported procedure: Reaction of 3,3-bis-(4-furan-2-yl-phenyl)-prop-2-en-1-ol (460 mg, 1.34 mmol), tributylphosphine (0.50 ml, 2.0 mmol), (2S)-2-ethoxy-3-(4-hydroxy-phenyl)-propionic acid ethyl ester (320 mg, 1.34 mmol) and azodicarboxylic dipiperidide (504 mg, 2.0 mmol) in benzene in an identical manner to example 3 gave the title compound (541 mg, 72%).